Task: describe an organic reaction: reactants, conditions, products, and yield. Dataset: the Open Reaction Database (ORD), a public repository of structured organic reaction records Reactants: FC=1C=CC(=NC1)NNC(=O)N(C(C)C)C(C)C (2-(5-Fluoropyridin-2-yl)-N,N-di(propan-2-yl)hydrazinecarboxamide), FC=1C=CC=2N(C1)C(=NN2)C2(CCCC2)N(C)C ([1-(6-Fluoro-[1,2,4]triazolo[4,3-a]pyridin-3-yl)-cyclopentyl]-dimethyl-amine). Yields the product FC=1C=CC=2N(C1)C(=NN2)N(C(C)C)C(C)C ((6-Fluoro-[1,2,4]triazolo[4,3-a]pyridin-3-yl)-diisopropyl-amine). Reaction SMILES: [F:1][C:2]1[CH:3]=[CH:4][C:5]([NH:8][NH:9][C:10]([N:12]([CH:16]([CH3:18])[CH3:17])[CH:13]([CH3:15])[CH3:14])=O)=[N:6][CH:7]=1.FC1C=CC2N(C(C3(N(C)C)CCCC3)=NN=2)C=1>>[F:1][C:2]1[CH:3]=[CH:4][C:5]2[N:6]([C:10]([N:12]([CH:16]([CH3:18])[CH3:17])[CH:13]([CH3:15])[CH3:14])=[N:9][N:8]=2)[CH:7]=1. Procedure: The title compound was prepared starting from Intermediate 103a using analogous procedures to those described in Intermediate 99c. 1H NMR (400 MHz, CDCl3): 1.09 (12H, d, J=6.5 Hz), 3.60-3.79 (2H, m), 7.11-7.24 (1H, m), 7.44-7.62 (1H, m), 7.98-8.05 (1H, m).